Dataset: the Open Reaction Database (ORD), a public repository of structured organic reaction records. Task: describe an organic reaction: reactants, conditions, products, and yield The reactants are [OH-].[Na+] (sodium hydroxide), CSCC1=C(C(N(CO1)C(C(=O)OCC)(C)C)=O)C1=CC=CC=C1 (ethyl 2-(2,3-dihydro-6-methylthiomethyl-4-oxo-5-phenyl-4H-1,3-oxazin-3-yl)-2-methylpropanoate). Run in O (water), C(C)O (ethanol), O1CCOCC1 (1,4-dioxan), O (water). Conditions: temperature 60 celsius. The product is CSCC1=C(C(N(CO1)C(C(=O)O)(C)C)=O)C1=CC=CC=C1 (2-(2,3-dihydro-6-methylthiomethyl-4-oxo-5-phenyl-4H-1,3-oxazin-3-yl)-2-methylpropanoic acid). The yield is 38.7%. Reaction SMILES: [OH-].[Na+].[CH3:3][S:4][CH2:5][C:6]1[O:11][CH2:10][N:9]([C:12]([CH3:19])([CH3:18])[C:13]([O:15]CC)=[O:14])[C:8](=[O:20])[C:7]=1[C:21]1[CH:26]=[CH:25][CH:24]=[CH:23][CH:22]=1>C(O)C.O1CCOCC1.O>[CH3:3][S:4][CH2:5][C:6]1[O:11][CH2:10][N:9]([C:12]([CH3:19])([CH3:18])[C:13]([OH:15])=[O:14])[C:8](=[O:20])[C:7]=1[C:21]1[CH:22]=[CH:23][CH:24]=[CH:25][CH:26]=1 |f:0.1|. Procedure: A solution of sodium hydroxide (16.43 g) in 10 water was added to a stirred solution of ethyl 2-(2,3-dihydro-6-methylthiomethyl-4-oxo-5-phenyl-4H-1,3-oxazin-3-yl)-2-methylpropanoate (68 g) in a mixture of ethanol and 1,4-dioxan. The solution was heated at 60° C. for 6 hours, allowed to cool and the solvent was removed under reduced pressure to give an orange oil which was dissolved in water. The aqueous solution was washed with dichloromethane, acidified to pH 1 with concentrated hydrochloric ac... Starting materials: [N+](=O)([O-])C=1C=CC=C2C=C(NC12)C(=O)OC (methyl 7-nitroindole-2-carboxylate), [N+](=O)([O-])C=1C=C2C=C(NC2=CC1)C(=O)OC (methyl 5-nitroindole-2-carboxylate), [N+](=O)([O-])C1=CC=C(C=O)C=C1 (4-nitrobenzaldehyde), N(=[N+]=[N-])CC(=O)OC (methyl 2-azidoacetate). Run in C=1(C(=CC=CC1)C)C (xylene), C(Cl)Cl (CH2Cl2). Product: [N+](=O)([O-])C1=CC=C2C=C(NC2=C1)C(=O)OC (methyl 6-nitroindole-2-carboxylate). As a reaction SMILES: [N+]([C:4]1[CH:5]=[CH:6][CH:7]=[C:8]2[C:12]=1[NH:11][C:10]([C:13]([O:15][CH3:16])=[O:14])=[CH:9]2)([O-])=O.[N+:17](C1C=C2C(=CC=1)NC(C(OC)=O)=C2)([O-:19])=[O:18].[N+](C1C=CC(C=O)=CC=1)([O-])=O.N(CC(OC)=O)=[N+]=[N-]>C1(C)C(C)=CC=CC=1.C(Cl)Cl>[N+:17]([C:5]1[CH:4]=[C:12]2[C:8]([CH:9]=[C:10]([C:13]([O:15][CH3:16])=[O:14])[NH:11]2)=[CH:7][CH:6]=1)([O-:19])=[O:18]. Procedure details: Condensation of 3-nitrobenzaldehyde with methyl 2-azidoacetate (8 equiv, 6 equiv NaOCH3, CH3OH, −23 to 0° C., 6 h, 88%) both reagents commercially available from Aldrich, followed by thermolysis of the resulting methyl 2-azidocinnamate (xylene, reflux, 4.5 h, 81%) provided a readily separable mixture (4:1) of methyl 5- and 7-nitroindole-2-carboxylate. For methyl 7-nitroindole-2-carboxylate (164): mp 122-125° C. (CH2Cl2, light yellow fine needles); 1H NMR (CDCl3, 400 MHz) 10.37 (br s, 1H, NH), 8.... Reactants: FC1=CC=CC=2C3=C(N(C12)C)CCN(C3=O)CC=3N=CNC3C (6-fluoro-2,3,4,5-tetrahydro-5-methyl-2-[(5-methyl-1H-imidazol-4-yl) methyl]-1H-pyrido[4,3-b]indol-1-one), C(C1=CC=CC=C1)(=O)O (benzoic acid), CCOCC (Ether). The solvent is CO (methanol). Product: C(C1=CC=CC=C1)(=O)O.FC1=CC=CC=2C3=C(N(C12)C)CCN(C3=O)CC=3N=CNC3C (6-Fluoro-2,3,4,5-tetrahydro-5-methyl-2-[(5-methyl-1H-imidazol-4-yl)methyl]-1H-pyrido[4,3-b]indol-1-one benzoate). Yield: 93.7%. Reaction SMILES: [F:1][C:2]1[C:10]2[N:9]([CH3:11])[C:8]3[CH2:12][CH2:13][N:14]([CH2:17][C:18]4[N:19]=[CH:20][NH:21][C:22]=4[CH3:23])[C:15](=[O:16])[C:7]=3[C:6]=2[CH:5]=[CH:4][CH:3]=1.[C:24]([OH:32])(=[O:31])[C:25]1[CH:30]=[CH:29][CH:28]=[CH:27][CH:26]=1.CCOCC>CO>[C:24]([OH:32])(=[O:31])[C:25]1[CH:30]=[CH:29][CH:28]=[CH:27][CH:26]=1.[F:1][C:2]1[C:10]2[N:9]([CH3:11])[C:8]3[CH2:12][CH2:13][N:14]([CH2:17][C:18]4[N:19]=[CH:20][NH:21][C:22]=4[CH3:23])[C:15](=[O:16])[C:7]=3[C:6]=2[CH:5]=[CH:4][CH:3]=1 |f:4.5|. Reported procedure: A solution of 6-fluoro-2,3,4,5-tetrahydro-5-methyl-2-[(5-methyl-1H-imidazol-4-yl) methyl]-1H-pyrido[4,3-b]indol-1-one (170 mg) in methanol (10 ml) was treated with benzoic acid (66 mg). Ether (ca. 20 ml) was added to precipitate a solid which was filtered off to give the title compound (220 mg), m.p. 169°-171°. Reactants: C(F)(F)(F)C(F)(F)C(F)(F)C(F)(F)C(F)(F)C(F)(F)C(F)(F)C(F)(F)C=C (CF3(CF2)7CH═CH2), I (hydrogen iodide). Yields the product C(F)(F)(F)C(F)(F)C(F)(F)C(F)(F)C(F)(F)C(F)(F)C(F)(F)C(F)(F)CCI (CF3(CF2)7CH2CH2I). As a reaction SMILES: [C:1]([C:5]([C:8]([C:11]([C:14]([C:17]([C:20]([C:23]([CH:26]=[CH2:27])([F:25])[F:24])([F:22])[F:21])([F:19])[F:18])([F:16])[F:15])([F:13])[F:12])([F:10])[F:9])([F:7])[F:6])([F:4])([F:3])[F:2].[IH:28]>>[C:1]([C:5]([C:8]([C:11]([C:14]([C:17]([C:20]([C:23]([CH2:26][CH2:27][I:28])([F:24])[F:25])([F:21])[F:22])([F:18])[F:19])([F:16])[F:15])([F:13])[F:12])([F:10])[F:9])([F:7])[F:6])([F:4])([F:3])[F:2]. Procedure details: The same process as in Example 1 was conducted except that 41 g of CF3(CF2)7CH═CH2, 12 g of activated carbon instead of AlI3, and 12 g of hydrogen iodide gas were used. CF3(CF2)7CH2CH2I was produced at a conversion rate of 20% and at a selectivity of 100%.